This data is from the Open Reaction Database (ORD), a public repository of structured organic reaction records. The task is: describe an organic reaction: reactants, conditions, products, and yield As a reaction SMILES: [Br:1][c:2]1[cH:3][c:4]([F:10])[c:5]([SH:9])[cH:6][c:7]1[CH3:8].[H-:12].[I:13][CH3:14].[Na+:11].[O:16]=[CH:17][N:18]([CH3:19])[CH3:20].[OH2:15]>>[Br:1][c:2]1[cH:3][c:4]([F:10])[c:5]([S:9][CH3:14])[cH:6][c:7]1[CH3:8]. Starting materials: Cc1cc(S)c(F)cc1Br, [H-], CI, [Na+], CN(C)C=O, O. Yields the product CSc1cc(C)c(Br)cc1F. Reactants: Cc1ncc(C=O)c(N)n1, CO, Cl, NO, [Na+], [Na+], O=C([O-])[O-]. Product: Cc1ncc(C=NO)c(N)n1. Reaction SMILES: [CH3:1][c:2]1[n:3][cH:4][c:5]([CH:9]=[O:10])[c:6]([NH2:8])[n:7]1.[CH3:20][OH:21].[ClH:11].[NH2:12][OH:13].[Na+:14].[Na+:15].[O-:16][C:17](=[O:18])[O-:19]>>[CH3:1][c:2]1[n:3][cH:4][c:5]([CH:9]=[N:12][OH:13])[c:6]([NH2:8])[n:7]1. Reactants: CN (Methylamine), C(C)(=O)O (acetic acid), BrC1=CC=C(CC(C(=O)NCC(CC(CC)(C)C)=O)NC(OCC2=CC=CC=C2)=O)C=C1 (benzyl {1-(4-bromobenzyl)-2-[(4,4-dimethyl-2-oxohexyl)amino]-2-oxoethyl}carbamate). Solvent: C=1(C(=CC=CC1)C)C (xylene). Reaction conditions: temperature 150 celsius, time 2 hour. The product is BrC1=CC=C(C=C1)CC(C=1N(C(=CN1)CC(CC)(C)C)C)NC(OCC1=CC=CC=C1)=O (benzyl {2-(4-bromophenyl)-1-[5-(2,2-dimethylbutyl)-1-methyl-1H-imidazol-2-yl]ethyl}carbamate). As a reaction SMILES: [CH3:1][NH2:2].C(O)(=O)C.[Br:7][C:8]1[CH:38]=[CH:37][C:11]([CH2:12][CH:13]([NH:26][C:27](=[O:36])[O:28][CH2:29][C:30]2[CH:35]=[CH:34][CH:33]=[CH:32][CH:31]=2)[C:14]([NH:16][CH2:17][C:18](=O)[CH2:19][C:20]([CH3:24])([CH3:23])[CH2:21][CH3:22])=O)=[CH:10][CH:9]=1>C1(C)C(C)=CC=CC=1>[Br:7][C:8]1[CH:38]=[CH:37][C:11]([CH2:12][CH:13]([NH:26][C:27](=[O:36])[O:28][CH2:29][C:30]2[CH:35]=[CH:34][CH:33]=[CH:32][CH:31]=2)[C:14]2[N:2]([CH3:1])[C:18]([CH2:19][C:20]([CH3:24])([CH3:23])[CH2:21][CH3:22])=[CH:17][N:16]=2)=[CH:10][CH:9]=1. Procedure: Methylamine (2 M in tetrahydrofuran) (1.2 mL, 24 mmol) followed by acetic acid (1.2 mL) were added to an ambient temperature solution of benzyl {1-(4-bromobenzyl)-2-[(4,4-dimethyl-2-oxohexyl)amino]-2-oxoethyl}carbamate (for synthesis see Example 37) (600 mg, 1.2 mmol) in xylene (10 mL). After stirring at 150° C. for 2 h, the reaction mixture was concentrated in vacuo. High pressure liquid chromatography (KR100-5C18 100×21.2 mm column) eluting with 10-100% acetonitrile/water containing 0.05% trif... Yields the product ClC=1C=C2C(=C(C(=NC2=C(C1)Cl)N(C)CC)C(=O)O)C1=CC=CC=C1 (6,8-Dichloro-2-(ethyl-methyl-amino)-4-phenyl-quinoline-3-carboxylic acid). RXN SMILES: C[O:2][C:3]([C:5]1[C:6](Cl)=[N:7][C:8]2[C:13]([C:14]=1[C:15]1[CH:20]=[CH:19][CH:18]=[CH:17][CH:16]=1)=[CH:12][C:11]([Cl:21])=[CH:10][C:9]=2[Cl:22])=[O:4].[CH2:24]([NH:26][CH3:27])[CH3:25]>>[Cl:21][C:11]1[CH:12]=[C:13]2[C:8](=[C:9]([Cl:22])[CH:10]=1)[N:7]=[C:6]([N:26]([CH2:24][CH3:25])[CH3:27])[C:5]([C:3]([OH:2])=[O:4])=[C:14]2[C:15]1[CH:16]=[CH:17][CH:18]=[CH:19][CH:20]=1. Procedure: The title compound was prepared in analogy to example 21 step D from 2,6,8-trichloro-4-phenyl-quinoline-3-carboxylic acid methyl ester (prepared as described in example 21 step C) and ethyl-methyl-amine. Brown foam. MS (ESI): 375.1 (M+H)+. Starting materials: COC(=O)C=1C(=NC2=C(C=C(C=C2C1C1=CC=CC=C1)Cl)Cl)Cl (2,6,8-Trichloro-4-phenyl-quinoline-3-carboxylic acid methyl ester), C(C)NC (ethyl-methyl-amine). As a reaction SMILES: [C:11]([n:12]1[cH:13][cH:14][n:15][cH:16]1)([n:17]1[cH:18][cH:19][n:20][cH:21]1)=[O:22].[Cl:1][c:2]1[n:3][cH:4][c:5]([C:6](=[O:7])[OH:8])[cH:9][cH:10]1.[O:34]1[CH2:35][CH2:36][CH2:37][CH2:38]1.[n:23]1([CH2:28][CH2:29][CH2:30][CH2:31][CH2:32][NH2:33])[cH:24][n:25][cH:26][cH:27]1>>[Cl:1][c:2]1[n:3][cH:4][c:5]([C:6](=[O:8])[NH:33][CH2:32][CH2:31][CH2:30][CH2:29][CH2:28][n:23]2[cH:24][n:25][cH:26][cH:27]2)[cH:9][cH:10]1. The reactants are O=C(n1ccnc1)n1ccnc1, O=C(O)c1ccc(Cl)nc1, C1CCOC1, NCCCCCn1ccnc1. The product is O=C(NCCCCCn1ccnc1)c1ccc(Cl)nc1.